Dataset: the Open Reaction Database (ORD), a public repository of structured organic reaction records. Task: describe an organic reaction: reactants, conditions, products, and yield Reactants: NN1C(=CC=C1CC)C(=O)C=1C=C(C#N)C=CC1 (3-[(1-amino-5-ethyl-1H-pyrrol-2-yl)carbonyl]benzonitrile), CC(CC(C)=O)=O (2,4-pentanedione), O.C1(=CC=C(C=C1)S(=O)(=O)O)C (p-toluenesulfonic acid monohydrate). The solvent is C1(=CC=CC=C1)C (toluene). Yields the product C(C)(=O)C1=C(C=2N(N=C1C)C(=CC2)CC)C=2C=C(C#N)C=CC2 (3-(3-acetyl-7-ethyl-2-methylpyrrolo[1,2-b]pyridazin-4-yl)benzonitrile). Isolated yield 24.8%. As a reaction SMILES: [NH2:1][N:2]1[C:6]([CH2:7][CH3:8])=[CH:5][CH:4]=[C:3]1[C:9]([C:11]1[CH:12]=[C:13]([CH:16]=[CH:17][CH:18]=1)[C:14]#[N:15])=O.[CH3:19][C:20](=O)[CH2:21][C:22](=[O:24])[CH3:23].O.C1(C)C=CC(S(O)(=O)=O)=CC=1>C1(C)C=CC=CC=1>[C:22]([C:21]1[C:20]([CH3:19])=[N:1][N:2]2[C:6]([CH2:7][CH3:8])=[CH:5][CH:4]=[C:3]2[C:9]=1[C:11]1[CH:12]=[C:13]([CH:16]=[CH:17][CH:18]=1)[C:14]#[N:15])(=[O:24])[CH3:23] |f:2.3|. Procedure: To a solution of 3-[(1-amino-5-ethyl-1H-pyrrol-2-yl)carbonyl]benzonitrile (200 mg) in toluene (6 mL) was added 2,4-pentanedione (837 mg) and p-toluenesulfonic acid monohydrate (32 mg) at ambient temperature. The reaction mixture was refluxed for 1 hour. The residue was purified by flash silica gel chromatography (silica gel, 80 mL) eluted with hexane-ethyl acetate=10-1 to give 3-(3-acetyl-7-ethyl-2-methylpyrrolo[1,2-b]pyridazin-4-yl)benzonitrile (63 mg, 24.8%) as an yellow solid. Starting materials: BrCC#N (bromoacetonitrile), [I-].[Na+] (sodium iodide), C(C1=CC=CC=C1)NC(C)(C)C (Benzyl(tert-butyl)amine). The solvent is C([O-])([O-])=O.[K+].[K+] (potassium carbonate), C([O-])([O-])=O.[K+].[K+] (potassium carbonate), C(C)#N (acetonitrile). Product: C(C1=CC=CC=C1)N(C(C)(C)C)CC#N ([benzyl(tert-butyl)amino]acetonitrile). Isolated yield 87.1%. Reaction SMILES: [CH2:1]([NH:8][C:9]([CH3:12])([CH3:11])[CH3:10])[C:2]1[CH:7]=[CH:6][CH:5]=[CH:4][CH:3]=1.Br[CH2:14][C:15]#[N:16].[I-].[Na+]>C(#N)C.C(=O)([O-])[O-].[K+].[K+]>[CH2:1]([N:8]([CH2:14][C:15]#[N:16])[C:9]([CH3:12])([CH3:11])[CH3:10])[C:2]1[CH:7]=[CH:6][CH:5]=[CH:4][CH:3]=1 |f:2.3,5.6.7|. Reported procedure: Benzyl(tert-butyl)amine (10.0 g, 61.3 mmol) was dissolved in acetonitrile (100 ml), and bromoacetonitrile (4.5 ml, 64.6 mmol), potassium carbonate (16.9 g, 122.3 mmol) and sodium iodide (9.2 g, 61.4 mmol) were successively added with stirring at room temperature, and the mixture was stirred at the same temperature overnight. The reaction mixture was diluted with saturated aqueous potassium carbonate solution, extracted with ethyl acetate, washed with saturated brine, and dried over anhydrous mag...